Dataset: the Open Reaction Database (ORD), a public repository of structured organic reaction records. Task: describe an organic reaction: reactants, conditions, products, and yield Reactants: CCCCBr, COc1cc(C)c(C(=O)c2c(Cl)cccc2Cl)c(O)c1OC, [K], CN(C)C=O. Product: CCCCOc1c(OC)c(OC)cc(C)c1C(=O)c1c(Cl)cccc1Cl. As a reaction SMILES: [Br:24][CH2:25][CH2:26][CH2:27][CH3:28].[Cl:1][c:2]1[c:3]([C:4](=[O:5])[c:6]2[c:7]([OH:17])[c:8]([O:15][CH3:16])[c:9]([O:13][CH3:14])[cH:10][c:11]2[CH3:12])[c:18]([Cl:22])[cH:19][cH:20][cH:21]1.[K:23].[O:29]=[CH:30][N:31]([CH3:32])[CH3:33]>>[Cl:1][c:2]1[c:3]([C:4](=[O:5])[c:6]2[c:7]([O:17][CH2:25][CH2:26][CH2:27][CH3:28])[c:8]([O:15][CH3:16])[c:9]([O:13][CH3:14])[cH:10][c:11]2[CH3:12])[c:18]([Cl:22])[cH:19][cH:20][cH:21]1. Starting materials: C1CCOC1, CCOCC, O=C(CCCCl)NC1CCC(F)(F)CC1, [H-], [Na+]. Product: O=C1CCCN1C1CCC(F)(F)CC1. Reaction SMILES: [CH2:18]1[O:19][CH2:20][CH2:21][CH2:22]1.[CH3:23][CH2:24][O:25][CH2:26][CH3:27].[Cl:1][CH2:2][CH2:3][CH2:4][C:5](=[O:6])[NH:7][CH:8]1[CH2:9][CH2:10][C:11]([F:14])([F:15])[CH2:12][CH2:13]1.[H-:17].[Na+:16]>>[CH2:2]1[CH2:3][CH2:4][C:5](=[O:6])[N:7]1[CH:8]1[CH2:9][CH2:10][C:11]([F:14])([F:15])[CH2:12][CH2:13]1.